Task: describe an organic reaction: reactants, conditions, products, and yield. Dataset: the Open Reaction Database (ORD), a public repository of structured organic reaction records Reactants: Cl.ClC1=NN=C(C(N1C)=O)C(C)C (3-chloro-6-isopropyl-4-methyl-1,2,4-triazin-5(4H)-one hydrochloride), CNC (dimethylamine). The solvent is C1(=CC=CC=C1)C (toluene), C1(=CC=CC=C1)C (toluene). Run at time 15 minute. Yields the product CN(C1=NN=C(C(N1C)=O)C(C)C)C (3-dimethylamino-6-isopropyl-4-methyl-1,2,4-triazin-5(4H)-one). Yield: 72.7%. Reaction SMILES: Cl.Cl[C:3]1[N:8]([CH3:9])[C:7](=[O:10])[C:6]([CH:11]([CH3:13])[CH3:12])=[N:5][N:4]=1.[CH3:14][NH:15][CH3:16]>C1(C)C=CC=CC=1>[CH3:14][N:15]([CH3:16])[C:3]1[N:8]([CH3:9])[C:7](=[O:10])[C:6]([CH:11]([CH3:13])[CH3:12])=[N:5][N:4]=1 |f:0.1|. Procedure: 30.0 g (0.15 mole) of 3-chloro-6-isopropyl-4-methyl-1,2,4-triazin-5(4H)-one hydrochloride are suspended in 60 ml of toluene. With gentle cooling, a solution of 20.4 g (0.45 mole) of dimethylamine in 80 ml of toluene is run into the above still just stirrable mixture at about 30° C. over 2 minutes. The cooling is removed and the reaction mixture exotherms to 50° C. The reaction is complete after stirring for 15 minutes. The mixture is thoroughly stirred in 50 ml of cold water and the organic phas...